This data is from the Open Reaction Database (ORD), a public repository of structured organic reaction records. The task is: describe an organic reaction: reactants, conditions, products, and yield Reactants: [N+](=O)([O-])C=1C=C(NC2=NC=CC=C2C(=O)O)C=CC1 (2-(3-Nitroanilino)-3-carboxypyridine), S(=O)(Cl)Cl (thionyl chloride). Run in C1=CC=CC=C1 (benzene). Yields the product [N+](=O)([O-])C=1C=C(NC2=NC=CC=C2C(=O)Cl)C=CC1 (2-(3-nitroanilino)-3-chloroformylpyridine). Yield: 98.0%. As a reaction SMILES: [N+:1]([C:4]1[CH:5]=[C:6]([CH:17]=[CH:18][CH:19]=1)[NH:7][C:8]1[C:13]([C:14](O)=[O:15])=[CH:12][CH:11]=[CH:10][N:9]=1)([O-:3])=[O:2].S(Cl)([Cl:22])=O>C1C=CC=CC=1>[N+:1]([C:4]1[CH:5]=[C:6]([CH:17]=[CH:18][CH:19]=1)[NH:7][C:8]1[C:13]([C:14]([Cl:22])=[O:15])=[CH:12][CH:11]=[CH:10][N:9]=1)([O-:3])=[O:2]. Procedure details: 2-(3-Nitroanilino)-3-carboxypyridine (66.3 g, 256 mmole) was suspended in benzene (1100 ml). To this suspension, thionyl chloride (66.3 ml) was added dropwise with stirring. The reaction mixture was refluxed for 4 hours. Excess solid material was filtered from the solution while the solution was still hot. The solvent was stripped from the solution and 69.7 g (251 mmole, 98% yield) of crude 2-(3-nitroanilino)-3-chloroformylpyridine (i.e., an acid chloride) as a solid was recovered, which was tak... Reactants: C(C)(=O)C=1C=NC=CC1 (3-acetylpyridine). Reagents/catalysts: [Pd] (palladium on carbon). The product is C(C)(=O)C1=CNCCC1 (3-acetyl-1,4,5,6-tetrahydropyridine). As a reaction SMILES: [C:1]([C:4]1[CH:5]=[N:6][CH:7]=[CH:8][CH:9]=1)(=[O:3])[CH3:2]>[Pd]>[C:1]([C:4]1[CH2:9][CH2:8][CH2:7][NH:6][CH:5]=1)(=[O:3])[CH3:2]. Reported procedure: 3-acetyl-1,4,5,6-tetrahydropyridine was prepared by hydrogenation of 3-acetylpyridine in the presence of palladium on carbon according to the method of Freifelder, J.Orq.Chem. 29, 2895 (1964). Starting materials: C(C)(=O)OCC(COC(C)=O)NC(=O)OC(C)(C)C (Acetic acid 3-acetoxy-2-tert-butoxycarbonylamino-propyl ester), FC(C(=O)O)(F)F (trifluoroacetic acid). Run at time 1 hour. The product is FC(C(=O)[O-])(F)F.C(C)(=O)OCC(COC(C)=O)[NH3+] (2-Acetoxy-1-acetoxymethyl-ethyl-ammonium trifluoroacetate). RXN SMILES: [C:1]([O:4][CH2:5][CH:6]([NH:12]C(OC(C)(C)C)=O)[CH2:7][O:8][C:9](=[O:11])[CH3:10])(=[O:3])[CH3:2].[F:20][C:21]([F:26])([F:25])[C:22]([OH:24])=[O:23]>>[F:20][C:21]([F:26])([F:25])[C:22]([O-:24])=[O:23].[C:9]([O:8][CH2:7][CH:6]([NH3+:12])[CH2:5][O:4][C:1](=[O:3])[CH3:2])(=[O:11])[CH3:10] |f:2.3|. Procedure: Acetic acid 3-acetoxy-2-tert-butoxycarbonylamino-propyl ester (7.2 g) was dissolved in trifluoroacetic acid (40 ml) and stirred at ambient temperature. Effervescence was rapid at the start and had stopped after 1 h when the volatiles were removed at reduced pressure to give the product as a viscous oil in quantitative yield. The structure was confirmed 1H NMR (300 MHz, CDCl3): 2.12 (s, 9H), 3.83-3.91 (m, 1H), 4.27-4.46 (m, 4H). Reactants: [Si](C)(C)(C(C)(C)C)OCCNC(=O)C1=NC(=NC(=C1OCC1=CC=CC=C1)O)CC1(CCCC1)C1=CC=CC2=CC=CC=C12 (5-benzyloxy-6-hydroxy-2-(1-naphthalen-1-yl-cyclopentylmethyl)-pyrimidine-4-carboxylic acid [2-(tert-butyl-dimethylsilanyloxy)-ethyl]-amide), Cl (HCl), CO (methanol). The solvent is O1CCCC1 (tetrahydrofuran), dichloromethane SiO2. The product is OCCNC(=O)C1=NC(=NC(=C1OCC1=CC=CC=C1)O)CC1(CCCC1)C1=CC=CC2=CC=CC=C12 (5-benzyloxy-6-hydroxy-2-(1-naphthalen-1-yl-cyclopentylmethyl)-pyrimidine-4-carboxylic acid (2-hydroxyethyl)-amide). The yield is 58.6%. As a reaction SMILES: [Si]([O:8][CH2:9][CH2:10][NH:11][C:12]([C:14]1[C:19]([O:20][CH2:21][C:22]2[CH:27]=[CH:26][CH:25]=[CH:24][CH:23]=2)=[C:18]([OH:28])[N:17]=[C:16]([CH2:29][C:30]2([C:35]3[C:44]4[C:39](=[CH:40][CH:41]=[CH:42][CH:43]=4)[CH:38]=[CH:37][CH:36]=3)[CH2:34][CH2:33][CH2:32][CH2:31]2)[N:15]=1)=[O:13])(C(C)(C)C)(C)C.Cl.CO>O1CCCC1>[OH:8][CH2:9][CH2:10][NH:11][C:12]([C:14]1[C:19]([O:20][CH2:21][C:22]2[CH:23]=[CH:24][CH:25]=[CH:26][CH:27]=2)=[C:18]([OH:28])[N:17]=[C:16]([CH2:29][C:30]2([C:35]3[C:44]4[C:39](=[CH:40][CH:41]=[CH:42][CH:43]=4)[CH:38]=[CH:37][CH:36]=3)[CH2:31][CH2:32][CH2:33][CH2:34]2)[N:15]=1)=[O:13]. Reported procedure: To a stirred solution of 5-benzyloxy-6-hydroxy-2-(1-naphthalen-1-yl-cyclopentylmethyl)-pyrimidine-4-carboxylic acid [2-(tert-butyl-dimethylsilanyloxy)-ethyl]-amide (346) (290 mg, 0.48 mmol) in tetrahydrofuran (15.0 mL) was added 1N HCl (3.0 mL) at room temperature and the reaction mixture was stirred for 1 h at the same temperature (silica TLC, 5% methanol in dichloromethane/SiO2/UV, Rf=0.5). The tetrahydrofuran was removed in vacuum and the solid obtained was filtered through a sintered funnel,... Starting materials: CC(=O)Nc1cccc(NC(=O)OCC(Cl)(Cl)Cl)c1, CS(C)=O, CCN(C(C)C)C(C)C, O, c1ccc(-c2nsc(N3CCNCC3)n2)cc1. The product is CC(=O)Nc1cccc(NC(=O)N2CCN(c3nc(-c4ccccc4)ns3)CC2)c1. RXN SMILES: [C:1]([CH3:2])(=[O:3])[NH:4][c:5]1[cH:6][c:7]([NH:11][C:12]([O:13][CH2:14][C:15]([Cl:16])([Cl:17])[Cl:18])=[O:19])[cH:8][cH:9][cH:10]1.[CH3:46][S:47]([CH3:48])=[O:49].[CH:37]([N:38]([CH:39]([CH3:40])[CH3:41])[CH2:42][CH3:43])([CH3:44])[CH3:45].[OH2:50].[c:20]1(-[c:26]2[n:27][s:28][c:29]([N:31]3[CH2:32][CH2:33][NH:34][CH2:35][CH2:36]3)[n:30]2)[cH:21][cH:22][cH:23][cH:24][cH:25]1>>[C:1]([CH3:2])(=[O:3])[NH:4][c:5]1[cH:6][c:7]([NH:11][C:12](=[O:19])[N:34]2[CH2:33][CH2:32][N:31]([c:29]3[s:28][n:27][c:26](-[c:20]4[cH:21][cH:22][cH:23][cH:24][cH:25]4)[n:30]3)[CH2:36][CH2:35]2)[cH:8][cH:9][cH:10]1. Reactants: COC1=C(C=CC=C1C(F)(F)F)[N+](=O)[O-] (6-methoxy-5-nitrobenzotrifluoride), C(C)(=O)O (acetic acid). Run in Br (HBr). The product is [N+](=O)([O-])C1=CC(=C(C=C1)O)C(F)(F)F (4-Nitro-2-trifluoromethyl-phenol). As a reaction SMILES: CO[C:3]1[C:8]([C:9]([F:12])([F:11])[F:10])=[CH:7][CH:6]=[CH:5][C:4]=1[N+:13]([O-:15])=[O:14].C(O)(=[O:18])C>Br>[N+:13]([C:4]1[CH:5]=[CH:6][C:7]([OH:18])=[C:8]([C:9]([F:12])([F:11])[F:10])[CH:3]=1)([O-:15])=[O:14]. Procedure details: A solution of 24.73 g (110.7 mmol) 6-methoxy-5-nitrobenzotrifluoride in 260 ml acetic acid and 130 ml of aqueous HBr solution (62%) was heated to reflux for 96 h, cooled down, evaporated and taken up in aqueous saturated NaHCO3 solution/Et2O (3×). The organic phases were washed with aqueous 10% NaCl, dried over sodium sulfate, and evaporated to dryness to yield 19.27 g of the title compound as yellow solid of mp. 103–104° C. Starting materials: F[B-](F)(F)F.CN(C(N(C)C)=S)C.CN(C(N(C)C)=S)C (bis(tetramethyl-thiourea) tetrafluoroborate), HAuCl4.3H2O, [H+].[B-](F)(F)(F)F (HBF4), CN(C(N(C)C)=S)C (tetramethylthiourea). Reagents/catalysts: [Au+] (gold(I)). The solvent is O (water), O (water). Reaction conditions: temperature 60 celsius. Yields the product F[B-](F)(F)F.C[N+]=1N=C(N(C1C)C)[S-].C[N+]=1N=C(N(C1C)C)[S-] (bis(1,4,5-trimethyl-1,2,4-triazolium-3-thiolate) tetrafluoroborate). Yield: 86.0%. Reaction SMILES: [F:1][B-:2]([F:5])([F:4])[F:3].[CH3:6][N:7](C)[C:8](=[S:12])[N:9]([CH3:11])[CH3:10].[CH3:14][N:15](C)[C:16](=[S:20])[N:17]([CH3:19])[CH3:18].[CH3:22][N:23](C)C(=S)N(C)C.[H+].[B-](F)(F)(F)F>O.[Au+]>[F:1][B-:2]([F:5])([F:4])[F:3].[CH3:14][N+:15]1[N:7]=[C:8]([S-:12])[N:9]([CH3:11])[C:10]=1[CH3:22].[CH3:22][N+:23]1[N:15]=[C:16]([S-:20])[N:17]([CH3:19])[C:18]=1[CH3:6] |f:0.1.2,4.5,8.9.10|. Procedure: First the gold(I) starting compound, aurous bis(tetramethyl-thiourea) tetrafluoroborate, was made as follows. HAuCl4.3H2O (0.255 g) was dissolved in 5 mL water and added dropwise to tetramethylthiourea (0.327 g) which was partly dissolved in water. Dark orange and red precipitates formed initially, but after stirring at about 50° to 60° C. the precipitates dissolved and the solution became completely clear and colorless. 0.2 mL HBF4 solution (49% aqueous) was added. After cooling a few hours, wh...